From a dataset of the Open Reaction Database (ORD), a public repository of structured organic reaction records. describe an organic reaction: reactants, conditions, products, and yield The reactants are ClC(Cl)Cl, O=C1CCC(=O)N1Cl, CC(C)(C)OC(=O)NC1(c2ccc(-c3cnc4n3-c3cccnc3Nc3ccccc3-4)cc2)CCC1. Yields the product CC(C)(C)OC(=O)NC1(c2ccc(-c3c(Cl)nc4n3-c3cccnc3Nc3ccccc3-4)cc2)CCC1. As a reaction SMILES: [CH:45]([Cl:46])([Cl:47])[Cl:48].[Cl:37][N:38]1[C:39](=[O:40])[CH2:41][CH2:42][C:43]1=[O:44].[n:1]1[cH:2][c:3](-[c:19]2[cH:20][cH:21][c:22]([C:25]3([NH:29][C:30]([O:31][C:32]([CH3:33])([CH3:34])[CH3:35])=[O:36])[CH2:26][CH2:27][CH2:28]3)[cH:23][cH:24]2)[n:4]2[c:10]1-[c:9]1[c:8]([cH:14][cH:13][cH:12][cH:11]1)[NH:7][c:6]1[c:5]-2[cH:18][cH:17][cH:16][n:15]1>>[n:1]1[c:2]([Cl:37])[c:3](-[c:19]2[cH:20][cH:21][c:22]([C:25]3([NH:29][C:30]([O:31][C:32]([CH3:33])([CH3:34])[CH3:35])=[O:36])[CH2:26][CH2:27][CH2:28]3)[cH:23][cH:24]2)[n:4]2[c:10]1-[c:9]1[c:8]([cH:14][cH:13][cH:12][cH:11]1)[NH:7][c:6]1[c:5]-2[cH:18][cH:17][cH:16][n:15]1. Reactants: C(C1=CC=CC=C1)OC1=CC2=C(CCNCC2)C=C1 (7-Benzyloxy-1,2,4,5-tetrahydro-benzo[d]azepine), C1(CCCC1)=O (cyclopentanone). Product: C(C1=CC=CC=C1)OC1=CC2=C(CCN(CC2)C2CCCC2)C=C1 (7-Benzyloxy-3-cyclopentyl-2,3,4,5-tetrahydro-1H-benzo[d]azepine). Reaction SMILES: [CH2:1]([O:8][C:9]1[CH:19]=[CH:18][C:12]2[CH2:13][CH2:14][NH:15][CH2:16][CH2:17][C:11]=2[CH:10]=1)[C:2]1[CH:7]=[CH:6][CH:5]=[CH:4][CH:3]=1.[C:20]1(=O)[CH2:24][CH2:23][CH2:22][CH2:21]1>>[CH2:1]([O:8][C:9]1[CH:19]=[CH:18][C:12]2[CH2:13][CH2:14][N:15]([CH:20]3[CH2:24][CH2:23][CH2:22][CH2:21]3)[CH2:16][CH2:17][C:11]=2[CH:10]=1)[C:2]1[CH:3]=[CH:4][CH:5]=[CH:6][CH:7]=1. Procedure details: Title compound (E2) was prepared from 7-benzyloxy-1,2,4,5-tetrahydro-benzo[d]azepine (D2) and cyclopentanone using the method described for Example 1; MS (ES+) m/e 322 [M+H]+. Reaction SMILES: [CH3:1][O:2][C:3]1[CH:8]=[CH:7][C:6]([C:9]2([C:15]([OH:17])=O)[CH2:14][CH2:13][O:12][CH2:11][CH2:10]2)=[CH:5][CH:4]=1.[CH3:18][N:19]1[CH2:24][CH2:23][NH:22][CH2:21][CH2:20]1.F[B-](F)(F)F.N1(OC(N(C)C)=[N+](C)C)C2C=CC=CC=2N=N1>>[CH3:1][O:2][C:3]1[CH:4]=[CH:5][C:6]([C:9]2([C:15]([N:22]3[CH2:23][CH2:24][N:19]([CH3:18])[CH2:20][CH2:21]3)=[O:17])[CH2:10][CH2:11][O:12][CH2:13][CH2:14]2)=[CH:7][CH:8]=1 |f:2.3|. Starting materials: COC1=CC=C(C=C1)C1(CCOCC1)C(=O)O (4-(4-methoxyphenyl)tetrahydro-2H-pyran-4-carboxylic acid), CN1CCNCC1 (N-methyl-piperazine), F[B-](F)(F)F.N1(N=NC2=C1C=CC=C2)OC(=[N+](C)C)N(C)C (O-(1H-benzotriazol-1-yl)-N,N,N′,N′-tetramethyluronium tetrafluoroborate). Procedure: The title compound (515 mg, 77%) was prepared using 4-(4-methoxyphenyl)tetrahydro-2H-pyran-4-carboxylic acid, N-methyl-piperazine and O-(1H-benzotriazol-1-yl)-N,N,N′,N′-tetramethyluronium tetrafluoroborate (TBTU) similarly to the procedure used for example 166. HRMS ESI+ m/z 319.2009 [MH]+. Yields the product COC1=CC=C(C=C1)C1(CCOCC1)C(=O)N1CCN(CC1)C (1-{[4-(4-methoxyphenyl)tetrahydro-2H-pyran-4-yl]carbonyl}-4-methylpiperazine). The yield is 77.0%. Starting materials: CCCCCCCCCCCCOc1cccc(C2=C(O)CN(C)C2=O)c1, CC(C)[N-]C(C)C, O=Cc1ccccc1, [Cl-], [Li+], [NH4+], C1CCOC1. Product: CCCCCCCCCCCCOc1cccc(C2=C(O)C(O)(Cc3ccccc3)N(C)C2=O)c1. RXN SMILES: [CH3:9][N:10]1[C:11](=[O:35])[C:12]([c:16]2[cH:17][c:18]([O:22][CH2:23][CH2:24][CH2:25][CH2:26][CH2:27][CH2:28][CH2:29][CH2:30][CH2:31][CH2:32][CH2:33][CH3:34])[cH:19][cH:20][cH:21]2)=[C:13]([OH:15])[CH2:14]1.[CH:1]([N-:2][CH:3]([CH3:4])[CH3:5])([CH3:6])[CH3:7].[CH:36](=[O:37])[c:38]1[cH:39][cH:40][cH:41][cH:42][cH:43]1.[Cl-:44].[Li+:8].[NH4+:45].[O:46]1[CH2:47][CH2:48][CH2:49][CH2:50]1>>[CH3:9][N:10]1[C:11](=[O:35])[C:12]([c:16]2[cH:17][c:18]([O:22][CH2:23][CH2:24][CH2:25][CH2:26][CH2:27][CH2:28][CH2:29][CH2:30][CH2:31][CH2:32][CH2:33][CH3:34])[cH:19][cH:20][cH:21]2)=[C:13]([OH:15])[C:14]1([CH2:36][c:38]1[cH:39][cH:40][cH:41][cH:42][cH:43]1)[OH:46]. Starting materials: C1OC=2C=C(C=CC2OC1)NC1=NC(=NC=C1F)NC1=CC(=CC=C1)O (N4-(3,4-ethylenedioxyphenyl)-5-fluoro-N2-(3-hydroxyphenyl)-2,4-pyrimidinediamine), ClC1=NC=C(C(=N1)NC1=CC2=C(C=C1)OCCO2)F (2-chloro-N4-(3,4-ethylenedioxyphenyl)-5-fluoro-4-pyrimidineamine), CC1=NOC(=C1N)C (3,5-dimethyl-4-isoxazolamine). Product: C1OC=2C=C(C=CC2OC1)NC1=NC(=NC=C1F)NC=1C(=NOC1C)C (N4-(3,4-ethylenedioxyphenyl)-5-fluoro-N2-(3,5-dimethylisoxazol-4-yl)-2,4-pyrimidinediamine). As a reaction SMILES: [CH2:1]1[CH2:10][O:9][C:8]2[CH:7]=[CH:6][C:5]([NH:11][C:12]3[C:17]([F:18])=[CH:16][N:15]=[C:14]([NH:19][C:20]4[CH:25]=[CH:24]C=[C:22](O)[CH:21]=4)[N:13]=3)=[CH:4][C:3]=2[O:2]1.ClC1N=C(NC2C=CC3OCCOC=3C=2)C(F)=CN=1.CC1C(N)=C(C)[O:49][N:48]=1>>[CH2:1]1[CH2:10][O:9][C:8]2[CH:7]=[CH:6][C:5]([NH:11][C:12]3[C:17]([F:18])=[CH:16][N:15]=[C:14]([NH:19][C:20]4[C:21]([CH3:22])=[N:48][O:49][C:25]=4[CH3:24])[N:13]=3)=[CH:4][C:3]=2[O:2]1. Procedure details: In a manner similar to the preparation of N4-(3,4-ethylenedioxyphenyl)-5-fluoro-N2-(3-hydroxyphenyl)-2,4-pyrimidinediamine, 2-chloro-N4-(3,4-ethylenedioxyphenyl)-5-fluoro-4-pyrimidineamine and 3,5-dimethyl-4-isoxazolamine were reacted to yield N4-(3,4-ethylenedioxyphenyl)-5-fluoro-N2-(3,5-dimethylisoxazol-4-yl)-2,4-pyrimidinediamine. LCMS: ret. time: 18.89 min.; purity: 98%; MS (m/e): 358 (MH+).